Dataset: the Open Reaction Database (ORD), a public repository of structured organic reaction records. Task: describe an organic reaction: reactants, conditions, products, and yield Starting materials: OC(c1ccccc1)c1ccc(F)c(F)c1, O=C(OC1CN2CCC1CC2)n1ccnc1. Product: O=C(OC(c1ccccc1)c1ccc(F)c(F)c1)OC1CN2CCC1CC2. Reaction SMILES: [F:17][c:18]1[cH:19][c:20]([CH:25]([OH:26])[c:27]2[cH:28][cH:29][cH:30][cH:31][cH:32]2)[cH:21][cH:22][c:23]1[F:24].[N:1]12[CH2:2][CH:3]([O:9][C:10](=[O:11])[n:12]3[cH:13][cH:14][n:15][cH:16]3)[CH:4]([CH2:5][CH2:6]1)[CH2:7][CH2:8]2>>[N:1]12[CH2:2][CH:3]([O:9][C:10](=[O:11])[O:26][CH:25]([c:20]3[cH:19][c:18]([F:17])[c:23]([F:24])[cH:22][cH:21]3)[c:27]3[cH:28][cH:29][cH:30][cH:31][cH:32]3)[CH:4]([CH2:5][CH2:6]1)[CH2:7][CH2:8]2. Starting materials: C(C1=CC=CC=C1)N1C[C@H]([C@@H](C1)C1=CC(=C(C=C1)Cl)F)N ((3S,4R)-1-Benzyl-4-(4-chloro-3-fluoro-phenyl)-pyrrolidin-3-ylamine), C(C)=O (acetaldehyde), ClC(=O)OC1=CC=C(C=C1)F (4-fluorophenyl chloroformate). Yields the product FC1=CC=C(C=C1)OC(N(CC)[C@@H]1CN(C[C@H]1C1=CC(=C(C=C1)Cl)F)CC1=CC=CC=C1)=O ([(3S,4R)-1-Benzyl-4-(4-chloro-3-fluoro-phenyl)-pyrrolidin-3-yl]-ethyl-carbamic acid 4-fluoro-phenyl ester). Reaction SMILES: [CH2:1]([N:8]1[CH2:12][C@@H:11]([C:13]2[CH:18]=[CH:17][C:16]([Cl:19])=[C:15]([F:20])[CH:14]=2)[C@H:10]([NH2:21])[CH2:9]1)[C:2]1[CH:7]=[CH:6][CH:5]=[CH:4][CH:3]=1.[CH:22](=O)[CH3:23].Cl[C:26]([O:28][C:29]1[CH:34]=[CH:33][C:32]([F:35])=[CH:31][CH:30]=1)=[O:27]>>[F:35][C:32]1[CH:33]=[CH:34][C:29]([O:28][C:26](=[O:27])[N:21]([C@H:10]2[C@H:11]([C:13]3[CH:18]=[CH:17][C:16]([Cl:19])=[C:15]([F:20])[CH:14]=3)[CH2:12][N:8]([CH2:1][C:2]3[CH:3]=[CH:4][CH:5]=[CH:6][CH:7]=3)[CH2:9]2)[CH2:22][CH3:23])=[CH:30][CH:31]=1. Procedure: In analogy to the procedure described for the synthesis of rac-{(3S,4R)-4-(3,4-Dichloro-phenyl)-1-[1-(1-methyl-cyclopropanecarbonyl)-piperidine-4-carbonyl]-pyrrolidin-3-yl}-ethyl-carbamic acid 4-fluoro-phenyl ester (example 1, step g & h) the title compound was prepared from (3S,4R)-1-Benzyl-4-(4-chloro-3-fluoro-phenyl)-pyrrolidin-3-ylamine through reductive amination with acetaldehyde followed by reaction with 4-fluorophenyl chloroformate to yield the title compound as light brown oil. MS m/e: ... Starting materials: C(#C)[C@]1([C@]2(C)[C@@H](CC1)[C@@H]1[C@H]3[C@@H](C4=CC(CC[C@]4(C)[C@H]1[C@H](C2)F)=O)O3)O (17α-ethinyl-6α,7α-epoxy-11β-fluoro-17β-hydroxy-4-androsten-3-one), Cl (hydrogen chloride), ice water. The solvent is C(C)(=O)O (acetic acid). Reaction conditions: time 20 hour. Product: C(#C)[C@]1([C@]2(C)[C@@H](CC1)[C@@H]1C=C(C3=CC(CC[C@]3(C)[C@H]1[C@H](C2)F)=O)Cl)O (17α-ethinyl-6-chloro-11β-fluoro-17β-hydroxy-4,6-androstadien-3-one). Reaction SMILES: [C:1]([C@:3]1([OH:25])[CH2:8][CH2:7][C@H:6]2[C@H:9]3[C@H:19]([C@@H:20]([F:22])[CH2:21][C@:4]12[CH3:5])[C@:17]1([CH3:18])[C:12](=[CH:13][C:14](=[O:23])[CH2:15][CH2:16]1)[C@H:11]1O[C@@H:10]31)#[CH:2].[ClH:26]>C(O)(=O)C>[C:1]([C@:3]1([OH:25])[CH2:8][CH2:7][C@H:6]2[C@H:9]3[C@H:19]([C@@H:20]([F:22])[CH2:21][C@:4]12[CH3:5])[C@:17]1([CH3:18])[C:12](=[CH:13][C:14](=[O:23])[CH2:15][CH2:16]1)[C:11]([Cl:26])=[CH:10]3)#[CH:2]. Procedure: 460 mg. of 17α-ethinyl-6α,7α-epoxy-11β-fluoro-17β-hydroxy-4-androsten-3-one is introduced at room temperature into 25 ml. of glacial acetic acid saturated with gaseous hydrogen chloride. After 20 hours, the solution is poured into ice/water. The thus-precipitated product is vacuum-filtered and worked up as indicated in Example 17. After chromatography of the crude product on silica gel with acetone/hexane, 215 mg. of 17α-ethinyl-6-chloro-11β-fluoro-17β-hydroxy-4,6-androstadien-3-one is obtained ... Product: ClC1=CC(=C(C=C1O)N1C(N2C(=CC1=O)CCC2)=O)F (2-(4-Chloro-2-fluoro-5-hydroxyphenyl)-6,7-dihydropyrrolo[1,2-c]pyrimidine-1,3(2H,5H)-dione). As a reaction SMILES: [Cl:1][C:2]1[C:7]([O:8]C(C)C)=[CH:6][C:5]([N:12]2[C:17](=[O:18])[CH:16]=[C:15]3[CH2:19][CH2:20][CH2:21][N:14]3[C:13]2=[O:22])=[C:4]([F:23])[CH:3]=1.ClC1C(O)=CC(N2C(=O)N3CCCCN3C2=S)=C(F)C=1>>[Cl:1][C:2]1[C:7]([OH:8])=[CH:6][C:5]([N:12]2[C:17](=[O:18])[CH:16]=[C:15]3[CH2:19][CH2:20][CH2:21][N:14]3[C:13]2=[O:22])=[C:4]([F:23])[CH:3]=1. Procedure: This was synthesized from 2-(4-chloro-2-fluoro-5-isopropyloxyphenyl)-6,7-dihydropyrrolo[1,2-c]pyrimidine-1,3(2H,5H)-dione in 86% yield under similar conditions as described below for the preparation of 2-(4-chloro-2-fluoro-5-hydroxyphenyl)hexahydro-3-thioxo-1H-[1,2,4]triazolo[1,2-a]pyridazin-1-one (Example 10.2). 1H NMR (CDCl3, TMS): 2.22(2H, m), 3.06(2H, t, J=7.5 Hz), 3.13(1H, br), 4.01(2H, t, J=6.5 Hz), 5.71(1H, s), 6.87(1H, d, J=6.9 Hz), 7.18(1 H, d, J=9.3 Hz). Yield: 86.0%. Reactants: ClC1=CC(=C(C=C1OC(C)C)N1C(N2C(=CC1=O)CCC2)=O)F (2-(4-chloro-2-fluoro-5-isopropyloxyphenyl)-6,7-dihydropyrrolo[1,2-c]pyrimidine-1,3(2H,5H)-dione), ClC1=CC(=C(C=C1O)N1C(N2N(CCCC2)C1=O)=S)F (2-(4-chloro-2-fluoro-5-hydroxyphenyl)hexahydro-3-thioxo-1H-[1,2,4]triazolo[1,2-a]pyridazin-1-one). The reactants are FC=1C=CC2=C(C(N(CC=3N2C=NC3I)C)=O)C1 (8-fluoro-4,5-dihydro-3-iodo-5-methyl-6H-imidazo[1,5-a][1,4]benzodiazepin-6-one), C(C)C(C#C)(CC)O (3-ethyl-1-pentyn-3-ol), C(C)C(C#C)(CC)O (3-ethyl-1-pentyn-3-ol). The reagents and catalysts are Cl[Pd]([P](C1=CC=CC=C1)(C2=CC=CC=C2)C3=CC=CC=C3)([P](C4=CC=CC=C4)(C5=CC=CC=C5)C6=CC=CC=C6)Cl (bis-(triphenylphosphine)-palladium(II) dichloride), [Cu]I (copper(I) iodide), Cl[Pd]([P](C1=CC=CC=C1)(C2=CC=CC=C2)C3=CC=CC=C3)([P](C4=CC=CC=C4)(C5=CC=CC=C5)C6=CC=CC=C6)Cl (bis-(triphenylphosphine)-palladium(II) dichloride), [Cu]I (copper(I) iodide). Solvent: C(C)NCC (diethylamine). Reaction conditions: time 0.5 hour. Product: FC=1C=CC2=C(C(N(CC=3N2C=NC3C#CC(CC)(O)CC)C)=O)C1 (8-fluoro-3-(3-ethyl-3-hydroxy-1-pentynyl)-4,5-dihydro-5-methyl-6H-imidazo[1,5-a][1,4]benzodiazepin-6-one). Reaction SMILES: [F:1][C:2]1[CH:3]=[CH:4][C:5]2[N:11]3[CH:12]=[N:13][C:14](I)=[C:10]3[CH2:9][N:8]([CH3:16])[C:7](=[O:17])[C:6]=2[CH:18]=1.[CH2:19]([C:21]([OH:26])([CH2:24][CH3:25])[C:22]#[CH:23])[CH3:20]>C(NCC)C.Cl[Pd](Cl)([P](C1C=CC=CC=1)(C1C=CC=CC=1)C1C=CC=CC=1)[P](C1C=CC=CC=1)(C1C=CC=CC=1)C1C=CC=CC=1.[Cu]I>[F:1][C:2]1[CH:3]=[CH:4][C:5]2[N:11]3[CH:12]=[N:13][C:14]([C:20]#[C:19][C:21]([CH2:24][CH3:25])([OH:26])[CH2:22][CH3:23])=[C:10]3[CH2:9][N:8]([CH3:16])[C:7](=[O:17])[C:6]=2[CH:18]=1 |^1:34,53|. Procedure details: 8.93 g (25 mmol) of 8-fluoro-4,5-dihydro-3-iodo-5-methyl-6H-imidazo[1,5-a][1,4]benzodiazepin-6-one was stirred at room temperature for 24 hours with 3.03 g (27 mmol) of 3-ethyl-1-pentyn-3-ol, 100 mg of bis-(triphenylphosphine)-palladium(II) dichloride and 20 mg of copper(I) iodide in 60 ml of diethylamine. A further 0.87 g (7.7 mmol) of 3-ethyl-1-pentyn-3-ol as well as 50 mg of bis-(triphenylphosphine)-palladium(II) dichloride and 50 mg of copper(I) iodide were added thereto and the mixture was ... Starting materials: CC(=O)[O-], CC(=O)[O-], CC(C)(C)[O-], COCCOC, COc1cc(-c2cnc3ccc(Cl)cn23)ccn1, NC1CCCCC1O, [Na+], [Pd+2]. Product: COc1cc(-c2cnc3ccc(NC4CCCCC4O)cn23)ccn1. Reaction SMILES: [C:39]([O-:40])(=[O:41])[CH3:42].[C:44]([O-:45])(=[O:46])[CH3:47].[CH3:19][C:20]([CH3:21])([O-:22])[CH3:23].[CH3:33][O:34][CH2:35][CH2:36][O:37][CH3:38].[Cl:1][c:2]1[cH:3][cH:4][c:5]2[n:6]([cH:7]1)[c:8](-[c:11]1[cH:12][c:13]([O:17][CH3:18])[n:14][cH:15][cH:16]1)[cH:9][n:10]2.[NH2:25][CH:26]1[CH:27]([OH:32])[CH2:28][CH2:29][CH2:30][CH2:31]1.[Na+:24].[Pd+2:43]>>[c:2]1([NH:25][CH:26]2[CH:27]([OH:32])[CH2:28][CH2:29][CH2:30][CH2:31]2)[cH:3][cH:4][c:5]2[n:6]([cH:7]1)[c:8](-[c:11]1[cH:12][c:13]([O:17][CH3:18])[n:14][cH:15][cH:16]1)[cH:9][n:10]2.